describe an organic reaction: reactants, conditions, products, and yield From a dataset of the Open Reaction Database (ORD), a public repository of structured organic reaction records. The reactants are FC1=CC=C(C=C1)C(O)(C1CCNCC1)C1=CC=C(C=C1)F (α,α-bis(4-fluorophenyl)-4-piperidinemethanol), ClCCC(=O)N(C)C (3-chloro-N,N-dimethylpropanamide), C([O-])([O-])=O.[Na+].[Na+] (sodium carbonate), O (water). The reagents and catalysts are [I-].[K+] (potassium iodide). The solvent is CN(C=O)C (N,N-dimethylformamide), petroleum ether. Product: FC1=CC=C(C=C1)C(C1CCN(CC1)CCC(=O)N(C)C)(O)C1=CC=C(C=C1)F (4-[Bis(4-fluorophenyl)hydroxymethyl]-N,N-dimethyl-1-piperidinepropanamide). Yield: 99.4%. As a reaction SMILES: [F:1][C:2]1[CH:7]=[CH:6][C:5]([C:8]([C:16]2[CH:21]=[CH:20][C:19]([F:22])=[CH:18][CH:17]=2)([CH:10]2[CH2:15][CH2:14][NH:13][CH2:12][CH2:11]2)[OH:9])=[CH:4][CH:3]=1.Cl[CH2:24][CH2:25][C:26]([N:28]([CH3:30])[CH3:29])=[O:27].C(=O)([O-])[O-].[Na+].[Na+].O>CN(C)C=O.[I-].[K+]>[F:1][C:2]1[CH:7]=[CH:6][C:5]([C:8]([C:16]2[CH:17]=[CH:18][C:19]([F:22])=[CH:20][CH:21]=2)([OH:9])[CH:10]2[CH2:11][CH2:12][N:13]([CH2:24][CH2:25][C:26]([N:28]([CH3:30])[CH3:29])=[O:27])[CH2:14][CH2:15]2)=[CH:4][CH:3]=1 |f:2.3.4,7.8|. Reported procedure: A mixture of 10.0 g (0.033 mole) of α,α-bis(4-fluorophenyl)-4-piperidinemethanol, 4.5 g (0.033 mole) of 3-chloro-N,N-dimethylpropanamide, 14.0 g (0.132 mole) of anhydrous sodium carbonate and 0.3 g (0.002 mole) of potassium iodide in 100 ml of N,N-dimethylformamide was heated on a steam bath for 16 h. The mixture was poured into 2 L of water and extracted three times with 500 ml portions of ethyl acetate. The ethyl acetate fractions were combined, washed with water and brine, dried (MgSO4) and c... Yields the product CN1CCC(OC(=O)OCCc2ccccc2)N(c2nnc(C(C)(C)C)s2)C1=O. As a reaction SMILES: [C:1]([CH3:2])([CH3:3])([CH3:4])[c:5]1[n:6][n:7][c:8]([N:10]2[C:11](=[O:18])[N:12]([CH3:17])[CH2:13][CH2:14][CH:15]2[OH:16])[s:9]1.[Cl:19][C:20](=[O:21])[O:22][CH2:23][CH2:24][c:25]1[cH:26][cH:27][cH:28][cH:29][cH:30]1.[cH:31]1[cH:32][cH:33][n:34][cH:35][cH:36]1>>[C:1]([CH3:2])([CH3:3])([CH3:4])[c:5]1[n:6][n:7][c:8]([N:10]2[C:11](=[O:18])[N:12]([CH3:17])[CH2:13][CH2:14][CH:15]2[O:16][C:20](=[O:21])[O:22][CH2:23][CH2:24][c:25]2[cH:26][cH:27][cH:28][cH:29][cH:30]2)[s:9]1. Reactants: CN1CCC(O)N(c2nnc(C(C)(C)C)s2)C1=O, O=C(Cl)OCCc1ccccc1, c1ccncc1. Starting materials: BrCCOC1=CC=C(C=C1)C1=NOC2=C1C=CC(=C2)F (3-[4-(2-bromo-ethoxy)-phenyl]-6-fluoro-benzo[d]isoxazole), C(C1=CC=CC=C1)N (benzylamine), C([O-])([O-])=O.[K+].[K+] (potassium carbonate), [I-].[K+] (potassium iodide). Solvent: C(C)#N (acetonitrile). Product: C(C1=CC=CC=C1)NCCOC1=CC=C(C=C1)C1=NOC2=C1C=CC(=C2)F (benzyl-{2-[4-(6-fluoro-benzo[d]isoxazol-3-yl)-phenoxy]-ethyl}-amine). RXN SMILES: Br[CH2:2][CH2:3][O:4][C:5]1[CH:10]=[CH:9][C:8]([C:11]2[C:15]3[CH:16]=[CH:17][C:18]([F:20])=[CH:19][C:14]=3[O:13][N:12]=2)=[CH:7][CH:6]=1.[CH2:21]([NH2:28])[C:22]1[CH:27]=[CH:26][CH:25]=[CH:24][CH:23]=1.C(=O)([O-])[O-].[K+].[K+].[I-].[K+]>C(#N)C>[CH2:21]([NH:28][CH2:2][CH2:3][O:4][C:5]1[CH:10]=[CH:9][C:8]([C:11]2[C:15]3[CH:16]=[CH:17][C:18]([F:20])=[CH:19][C:14]=3[O:13][N:12]=2)=[CH:7][CH:6]=1)[C:22]1[CH:27]=[CH:26][CH:25]=[CH:24][CH:23]=1 |f:2.3.4,5.6|. Reported procedure: The title compound is prepared from a mixture of 3-[4-(2-bromo-ethoxy)-phenyl]-6-fluoro-benzo[d]isoxazole, benzylamine, potassium carbonate, potassium iodide and 4% aqueous acetonitrile essentially as described above in Example 20B, except that the reaction mixtures were poured directly onto a column and eluted with a step gradient consisting of dichloromethane and 5% methanol in dichloromethane. Purity by LC/MS=77%, [M+H]+=363. The product is CCOC(=O)c1ccc(Cc2ccc(-c3cccc(C(F)(F)F)c3)o2)cc1. The reactants are CC#N, C[Si](C)(C)Cl, [I-], [Na+], O, CCOC(=O)c1ccc(C(O)c2ccc(-c3cccc(C(F)(F)F)c3)o2)cc1. Reaction SMILES: [CH3:37][C:38]#[N:39].[Cl:3][Si:4]([CH3:5])([CH3:6])[CH3:7].[I-:2].[Na+:1].[OH2:36].[OH:8][CH:9]([c:10]1[cH:11][cH:12][c:13]([C:14](=[O:15])[O:16][CH2:17][CH3:18])[cH:19][cH:20]1)[c:21]1[o:22][c:23](-[c:26]2[cH:27][c:28]([C:32]([F:33])([F:34])[F:35])[cH:29][cH:30][cH:31]2)[cH:24][cH:25]1>>[CH2:9]([c:10]1[cH:11][cH:12][c:13]([C:14](=[O:15])[O:16][CH2:17][CH3:18])[cH:19][cH:20]1)[c:21]1[o:22][c:23](-[c:26]2[cH:27][c:28]([C:32]([F:33])([F:34])[F:35])[cH:29][cH:30][cH:31]2)[cH:24][cH:25]1. The reactants are C(N)(=N)C1=CC=C(C=C1)N1C(N(CC1)C1=CC=C(C=C1)CCC(=O)O)=O (1-(4-amidino-phenyl)-3-[4-(2-carboxy-ethyl)-phenyl]-imidazolidin-2-one), CO (methanol), Cl (hydrochloric acid), [Cl-].[Na+] (sodium chloride). Product: Cl.C(N)(=N)C1=CC=C(C=C1)N1C(N(CC1)C1=CC=C(C=C1)CCC(=O)OC)=O (1-(4-amidino-phenyl)-3-[4-(2-methoxycarbonyl-ethyl)-phenyl]-imidazolidin-2-one hydrochloride). RXN SMILES: [C:1]([C:4]1[CH:9]=[CH:8][C:7]([N:10]2[CH2:14][CH2:13][N:12]([C:15]3[CH:20]=[CH:19][C:18]([CH2:21][CH2:22][C:23]([OH:25])=[O:24])=[CH:17][CH:16]=3)[C:11]2=[O:26])=[CH:6][CH:5]=1)(=[NH:3])[NH2:2].[ClH:27].[Cl-].[Na+].[CH3:30]O>>[ClH:27].[C:1]([C:4]1[CH:9]=[CH:8][C:7]([N:10]2[CH2:14][CH2:13][N:12]([C:15]3[CH:20]=[CH:19][C:18]([CH2:21][CH2:22][C:23]([O:25][CH3:30])=[O:24])=[CH:17][CH:16]=3)[C:11]2=[O:26])=[CH:6][CH:5]=1)(=[NH:2])[NH2:3] |f:2.3,5.6|. Procedure details: Melting point: from 260° C. (decomp.) The product was also obtained by reacting 1-(4-amidino-phenyl)-3-[4-(2-carboxy-ethyl)-phenyl]-imidazolidin-2-one with methanolic hydrochloric acid. Rf value: 0.49 (Reversed Phase Plate RP8; 10% sodium chloride solution/methanol=4:6) Reactants: C(C)(C)N(C(C)C)CC (N,N-Diisopropylethylamine), BrCC#N (bromoacetonitrile), N(=[N+]=[N-])C1=CC=C(COC(=O)NCCCC[C@@H](C(=O)O)NC(=O)OC(C)(C)C)C=C1 ((S)-6-((((4-azidobenzyl)oxy)carbonyl)amino)-2-((tert-butoxycarbonyl)amino)hexanoic acid). Run in C(C)#N (acetonitrile). Conditions: time 2.5 hour. Product: N(=[N+]=[N-])C1=CC=C(COC(=O)NCCCC[C@@H](C(=O)OCC#N)NC(=O)OC(C)(C)C)C=C1 ((S)-cyanomethyl 6-((((4-azidobenzyl)oxy)carbonyl)amino)-2-((tert-butoxycarbonyl)amino)hexanoate). Yield: 98.6%. As a reaction SMILES: [CH:1]([N:4](CC)C(C)C)(C)[CH3:2].BrCC#N.[N:14]([C:17]1[CH:43]=[CH:42][C:20]([CH2:21][O:22][C:23]([NH:25][CH2:26][CH2:27][CH2:28][CH2:29][C@H:30]([NH:34][C:35]([O:37][C:38]([CH3:41])([CH3:40])[CH3:39])=[O:36])[C:31]([OH:33])=[O:32])=[O:24])=[CH:19][CH:18]=1)=[N+:15]=[N-:16]>C(#N)C>[N:14]([C:17]1[CH:43]=[CH:42][C:20]([CH2:21][O:22][C:23]([NH:25][CH2:26][CH2:27][CH2:28][CH2:29][C@H:30]([NH:34][C:35]([O:37][C:38]([CH3:39])([CH3:40])[CH3:41])=[O:36])[C:31]([O:33][CH2:2][C:1]#[N:4])=[O:32])=[O:24])=[CH:19][CH:18]=1)=[N+:15]=[N-:16]. Reported procedure: N,N-Diisopropylethylamine (46 μL, 0.263 mmol) and subsequently bromoacetonitrile (83 μL, 1.197 mmol) were added to a solution of (S)-6-((((4-azidobenzyl)oxy)carbonyl)amino)-2-((tert-butoxycarbonyl)amino)hexanoic acid (Compound tk35) (100.9 mg, 0.239 mmol) in acetonitrile (0.4 mL) at room temperature under a nitrogen atmosphere. The reaction mixture was stirred at the same temperature for 2.5 hours and then concentrated under reduced pressure, and the resulting crude product was purified by norma... Starting materials: Example 14c 2.05, COC=1C=C(C=O)C=C(C1O)OC (3,5-dimethoxy-4-hydroxybenzaldehyde), C(C)(C)(C)[Si](Cl)(C)C (tert-butyldimethylchlorosilane), N1C=NC=C1 (imidazole). Solvent: CN(C=O)C (dimethylformamide). Yields the product [Si](C)(C)(C(C)(C)C)OC1=C(C=C(C=O)C=C1OC)OC (4-(tert-Butyldimethylsilyloxy)-3,5-dimethoxy-benzaldehyde). Reaction SMILES: [CH3:1][O:2][C:3]1[CH:4]=[C:5]([CH:8]=[C:9]([O:12][CH3:13])[C:10]=1[OH:11])[CH:6]=[O:7].[C:14]([Si:18]([CH3:21])([CH3:20])Cl)([CH3:17])([CH3:16])[CH3:15].N1C=CN=C1>CN(C)C=O>[Si:18]([O:11][C:10]1[C:9]([O:12][CH3:13])=[CH:8][C:5]([CH:6]=[O:7])=[CH:4][C:3]=1[O:2][CH3:1])([C:14]([CH3:17])([CH3:16])[CH3:15])([CH3:21])[CH3:20]. Procedure details: Using the conditions described in Example 14c 2.05 of 3,5-dimethoxy-4-hydroxybenzaldehyde were reacted with 2.05 g of tert-butyldimethylchlorosilane in the presence of 0.91 g of imidazole and 15 ml of absolute dimethylformamide. The crude product was purified by chromatography on silica gel [Kieselgel 60 (0.063-0.200 mm)] with petroleum ether/ether (1:1) whereupon 2.91 g of the title compound were obtained in the form of crystals melting at 68° C. RXN SMILES: [ClH:1].[CH:2]1([N:12]2[CH2:28][CH2:27][C:15]3([N:19]([C:20]4[CH:25]=[CH:24][CH:23]=[CH:22][CH:21]=4)[CH2:18][NH:17][C:16]3=[O:26])[CH2:14][CH2:13]2)[CH2:11][CH2:10][CH2:9][CH2:8][CH2:7][CH2:6][CH2:5][CH2:4][CH2:3]1.Br[CH:30]1[CH2:34][CH2:33][CH2:32][CH2:31]1>>[ClH:1].[CH:2]1([N:12]2[CH2:28][CH2:27][C:15]3([N:19]([C:20]4[CH:21]=[CH:22][CH:23]=[CH:24][CH:25]=4)[CH2:18][N:17]([CH:30]4[CH2:34][CH2:33][CH2:32][CH2:31]4)[C:16]3=[O:26])[CH2:14][CH2:13]2)[CH2:11][CH2:10][CH2:9][CH2:8][CH2:7][CH2:6][CH2:5][CH2:4][CH2:3]1 |f:0.1,3.4|. Reactants: Cl.C1(CCCCCCCCC1)N1CCC2(C(NCN2C2=CC=CC=C2)=O)CC1 (8-cyclodecyl-1-phenyl-1,3,8-triaza-spiro[4,5]decan-4-one hydrochloride), BrC1CCCC1 (bromocyclopentane). Procedure: The title compound, white solid, m. p. 221° C. and MS: m/e=438.3 (M+H+) was prepared in accordance with the general method of example 24 from 8-cyclodecyl-1-phenyl-1,3,8-triaza-spiro[4,5]decan-4-one hydrochloride and bromocyclopentane. The product is Cl.C1(CCCCCCCCC1)N1CCC2(C(N(CN2C2=CC=CC=C2)C2CCCC2)=O)CC1 (8-Cyclodecyl-3-cyclopentyl-1-phenyl-1,3,8-triaza-spiro[4,5]decan-4-one hydrochloride). The reactants are O.Br.NCC(=O)NN1C(=CC=C1)C(C1=C(C=CC=C1)F)=O.NCC(=O)NN1C(=CC=C1)C(C1=C(C=CC=C1)F)=O.Br (2-amino-N-[2-(2-fluorobenzoyl)-1H-pyrrol-1-yl]acetamide hydrobromide hemihydrate), N1=CC=CC=C1 (pyridine), C(C)(=O)OC(C)=O (acetic anhydride). Run in CN(C=O)C (dimethylformamide), C(Cl)Cl (DCM), O (water). Run at time 1 hour. Product: C(C)(=O)NCC(=O)NN1C(=CC=C1)C(C1=C(C=CC=C1)F)=O (Acetylamino-N-[2-(2-fluorobenzoyl)-1H-pyrrol-1-yl]acetamide). As a reaction SMILES: O.Br.[NH2:3][CH2:4][C:5]([NH:7][N:8]1[CH:12]=[CH:11][CH:10]=[C:9]1[C:13](=[O:21])[C:14]1[CH:19]=[CH:18][CH:17]=[CH:16][C:15]=1[F:20])=[O:6].N[CH2:23][C:24](NN1C=CC=C1C(=O)C1C=CC=CC=1F)=[O:25].Br.N1C=CC=CC=1.C(OC(=O)C)(=O)C>CN(C)C=O.C(Cl)Cl.O>[C:24]([NH:3][CH2:4][C:5]([NH:7][N:8]1[CH:12]=[CH:11][CH:10]=[C:9]1[C:13](=[O:21])[C:14]1[CH:19]=[CH:18][CH:17]=[CH:16][C:15]=1[F:20])=[O:6])(=[O:25])[CH3:23] |f:0.1.2.3.4|. Procedure: To a solution of 2-amino-N-[2-(2-fluorobenzoyl)-1H-pyrrol-1-yl]acetamide hydrobromide hemihydrate (2.09 g) in 10 ml of anhydrous dimethylformamide and 40 ml of anhydrous DCM were added pyridine (1.89 g) and acetic anhydride (1.22 g). The reaction mixture was stirred at room temperature for 1 hour, subsequently diluted with water and extracted with DCM. The combined organic layers were washed with 5% hydrochloric acid and water, dried over magnesium sulfate and evaporated in vacuo. The residual o...